Task: describe an organic reaction: reactants, conditions, products, and yield. Dataset: the Open Reaction Database (ORD), a public repository of structured organic reaction records Product: O=C(OCc1ccccc1)N1CCC(CO)CC1. RXN SMILES: [C:20](=[O:21])([OH:22])[O-:23].[Cl:25][CH2:26][Cl:27].[Cl:9][C:10](=[O:11])[O:12][CH2:13][c:14]1[cH:15][cH:16][cH:17][cH:18][cH:19]1.[NH:1]1[CH2:2][CH2:3][CH:4]([CH2:7][OH:8])[CH2:5][CH2:6]1.[Na+:24].[OH2:28]>>[N:1]1([C:10](=[O:11])[O:12][CH2:13][c:14]2[cH:15][cH:16][cH:17][cH:18][cH:19]2)[CH2:2][CH2:3][CH:4]([CH2:7][OH:8])[CH2:5][CH2:6]1. The reactants are O=C([O-])O, ClCCl, O=C(Cl)OCc1ccccc1, OCC1CCNCC1, [Na+], O. Starting materials: NC1=NNC=C1C#N (3-amino-4-pyrazolecarbonitrile), CN(C=CC(=O)C=1C=C(C=CC1)N(C(CC)=O)CC)C (N-[3-[3-(dimethylamino)-1-oxo-2-propenyl]phenyl]-N-ethylpropanamide). Run in C(C)(=O)O (acetic acid). Product: C(#N)C=1C=NN2C1N=CC=C2C=2C=C(C=CC2)N(C(CC)=O)CC (N-[3-(3-Cyanopyrazolo[1,5-a]pyrimidin-7-yl)phenyl]-N-ethylpropanamide). Yield: 81.5%. Reaction SMILES: [NH2:1][C:2]1[C:6]([C:7]#[N:8])=[CH:5][NH:4][N:3]=1.CN(C)[CH:11]=[CH:12][C:13]([C:15]1[CH:16]=[C:17]([N:21]([CH2:26][CH3:27])[C:22](=[O:25])[CH2:23][CH3:24])[CH:18]=[CH:19][CH:20]=1)=O>C(O)(=O)C>[C:7]([C:6]1[CH:5]=[N:4][N:3]2[C:13]([C:15]3[CH:16]=[C:17]([N:21]([CH2:26][CH3:27])[C:22](=[O:25])[CH2:23][CH3:24])[CH:18]=[CH:19][CH:20]=3)=[CH:12][CH:11]=[N:1][C:2]=12)#[N:8]. Procedure details: A mixture of 0.54 g of 3-amino-4-pyrazolecarbonitrile and 1.37 g of N-[3-[3-(dimethylamino)-1-oxo-2-propenyl]phenyl]-N-ethylpropanamide in 50 ml of glacial acetic acid was refluxed for 8 hours and then the solvent was removed. The residue was partitioned between saturated aqueous sodium bicarbonate and dichloromethane. The organic layer was separated, dried, passed through a pad of hydrous magnesium silicate and hexane was added to the refluxing filtrate. The mixture was then cooled and the soli... Starting materials: CCO, [Cl-], O=C(NCc1ccc(F)c([N+](=O)[O-])c1)C1(C(F)(F)F)CC1, [NH4+]. Product: Nc1cc(CNC(=O)C2(C(F)(F)F)CC2)ccc1F. RXN SMILES: [CH3:24][CH2:25][OH:26].[Cl-:22].[F:1][c:2]1[c:3]([N+:19]([O-:20])=[O:21])[cH:4][c:5]([CH2:6][NH:7][C:8](=[O:9])[C:10]2([C:13]([F:14])([F:15])[F:16])[CH2:11][CH2:12]2)[cH:17][cH:18]1.[NH4+:23]>>[F:1][c:2]1[c:3]([NH2:19])[cH:4][c:5]([CH2:6][NH:7][C:8](=[O:9])[C:10]2([C:13]([F:14])([F:15])[F:16])[CH2:11][CH2:12]2)[cH:17][cH:18]1. Starting materials: O=C[C@H](O)[C@@H](O)[C@H](O)[C@H](O)CO (Glucose), resultant mixture, ClC=1C(C2=CC=CC=C2C(C1Cl)=O)=O (2,3-dichloro-1,4-naphthoquinone), C1=CC=CC=2C3=CC=CC=C3C(C12)=O (9-fluorenone), N(=NC1=CC=CC=C1)C1=CC=CC=C1 (azobenzene), [OH-].[Na+] (sodium hydroxide), [N+](=O)([O-])C1=C(C=CC(=C1)Cl)N=NC1=C(C(=CC(=C1)C)C(C)(C)C)O (2-nitro-4-chloro-2'-hydroxy-3'-t-butyl-5'-methylazobenzene), resultant solution. Solvent: CO (methanol), O (water). The product is OC1=C(C=C(C=C1C(C)(C)C)C)N1N=C2C(=[N+]1[O-])C=CC(=C2)Cl (2-(2-hydroxy-3-t-butyl-5-methylphenyl)-5-chlorobenzotriazole-N-oxide), [N+](=O)([O-])C1=C(C=CC=C1)N=NC1=C(C(=CC(=C1)C(C)(C)CC)C(C)(C)CC)O (2-nitro-2'-hydroxy-3',5'-di-t-amylazobenzene). RXN SMILES: [OH-].[Na+].[N+:3]([C:6]1[CH:11]=[C:10]([Cl:12])[CH:9]=[CH:8][C:7]=1[N:13]=[N:14][C:15]1[CH:20]=[C:19]([CH3:21])[CH:18]=[C:17]([C:22]([CH3:25])([CH3:24])[CH3:23])[C:16]=1[OH:26])([O-:5])=[O:4].ClC1C(=O)[C:30]2[C:35]([C:36](=[O:39])[C:37]=1Cl)=[CH:34]C=CC=2.C1[C:53]2C(=O)C3[C:46](=CC=CC=3)[C:45]=2[CH:44]=[CH:43]C=1.O=[CH:56][C@@H:57]([C@H:59]([C@@H:61]([C@@H:63]([CH2:65]O)[OH:64])O)O)O.N(C1C=CC=CC=1)=NC1C=CC=CC=1>CO.O>[OH:26][C:16]1[C:17]([C:22]([CH3:25])([CH3:24])[CH3:23])=[CH:18][C:19]([CH3:21])=[CH:20][C:15]=1[N:14]1[N+:13]([O-:39])=[C:7]2[CH:8]=[CH:9][C:10]([Cl:12])=[CH:11][C:6]2=[N:3]1.[N+:3]([C:6]1[CH:11]=[CH:10][CH:9]=[CH:8][C:7]=1[N:13]=[N:14][C:61]1[CH:59]=[C:57]([C:45]([CH2:44][CH3:43])([CH3:46])[CH3:53])[CH:56]=[C:65]([C:35]([CH2:36][CH3:37])([CH3:34])[CH3:30])[C:63]=1[OH:64])([O-:5])=[O:4] |f:0.1|. Procedure: 97% sodium hydroxide 8.2 g was added and dissolved in a mixture of methanol 60 ml and water 20 ml. 2-nitro-4-chloro-2'-hydroxy-3'-t-butyl-5'-methylazobenzene 11.6 g was then added to the resultant solution at 50° to 60° C. over 30 minutes while stirring, and thereafter 2,3-dichloro-1,4-naphthoquinone 0.3 g and 9-fluorenone 0.4 g were added to the solution. Glucose 8 g was then added to the resultant mixture at 40° to 50° C. over two hours, and the mixture was stirred for one hour at the same tem...